describe an organic reaction: reactants, conditions, products, and yield From a dataset of the Open Reaction Database (ORD), a public repository of structured organic reaction records. Reactants: OC1CN2C(C(CCCCCC=CC3CC3(NC(C2C1)=O)C(=O)NS(=O)(=O)C1CC1)NC(=O)OC(C)(C)C)=O (18-hydroxy-14-tert-butoxycarbonylamino-4-cyclopropylsulfonylaminocarbonyl-2,15-dioxo-3,16-diazatricyclo[14.3.0.04,6]-nonadec-7-ene), ClC=1C=C(C(=O)Cl)C=CC1 (3-chlorobenzoyl chloride). Yields the product ClC=1C=C(C(=O)OC2CN3C(C(CCCCCC=CC4CC4(NC(C3C2)=O)C(=O)NS(=O)(=O)C2CC2)NC(=O)OC(C)(C)C)=O)C=CC1 (18-(3-chorobenzoyloxy)-14-tert-butoxycarbonylamino-4-cyclopropylsulfonylaminocarbonyl-2,15-dioxo-3,16-diazatricyclo-[14.3.0.04,6]-nonadec-7-ene). Yield: 96.1%. As a reaction SMILES: [OH:1][CH:2]1[CH2:20][CH:19]2[N:4]([C:5](=[O:39])[CH:6]([NH:31][C:32]([O:34][C:35]([CH3:38])([CH3:37])[CH3:36])=[O:33])[CH2:7][CH2:8][CH2:9][CH2:10][CH2:11][CH:12]=[CH:13][CH:14]3[C:16]([C:22]([NH:24][S:25]([CH:28]4[CH2:30][CH2:29]4)(=[O:27])=[O:26])=[O:23])([NH:17][C:18]2=[O:21])[CH2:15]3)[CH2:3]1.[Cl:40][C:41]1[CH:42]=[C:43]([CH:47]=[CH:48][CH:49]=1)[C:44](Cl)=[O:45]>>[Cl:40][C:41]1[CH:42]=[C:43]([CH:47]=[CH:48][CH:49]=1)[C:44]([O:1][CH:2]1[CH2:20][CH:19]2[N:4]([C:5](=[O:39])[CH:6]([NH:31][C:32]([O:34][C:35]([CH3:36])([CH3:38])[CH3:37])=[O:33])[CH2:7][CH2:8][CH2:9][CH2:10][CH2:11][CH:12]=[CH:13][CH:14]3[C:16]([C:22]([NH:24][S:25]([CH:28]4[CH2:30][CH2:29]4)(=[O:27])=[O:26])=[O:23])([NH:17][C:18]2=[O:21])[CH2:15]3)[CH2:3]1)=[O:45]. Procedure: Prepared by way of method I using 18-hydroxy-14-tert-butoxycarbonylamino-4-cyclopropylsulfonylaminocarbonyl-2,15-dioxo-3,16-diazatricyclo[14.3.0.04,6]-nonadec-7-ene (100 mg, 0.175 mmol) and 3-chlorobenzoyl chloride (45 μL, 0.35 mmol). The final trituration (diethyl ether/hexane) and filtration gave 119 mg (94%) of 18-(3-chorobenzoyloxy)-14-tert-butoxycarbonylamino-4-cyclopropylsulfonylaminocarbonyl-2,15-dioxo-3,16-diazatricyclo-[14.3.0.04,6]-nonadec-7-ene as a white powder: 98.4% pure (HPLC), MS... Starting materials: ON1C(C=2C(C1=O)=CC=CC2)=O (N-hydroxyphthalimide), BrCC1=CC(=NC(=C1)Cl)Cl (4-bromomethyl-2,6-dichloropyridin). Product: Cl.ClC1=NC(=CC(=C1)CON)Cl (O-(2,6-Dichloro-pyridin-4-ylmethyl)-hydroxylamine hydrochloride). RXN SMILES: [OH:1][N:2]1C(=O)C2=CC=CC=C2C1=O.Br[CH2:14][C:15]1[CH:20]=[C:19]([Cl:21])[N:18]=[C:17]([Cl:22])[CH:16]=1>>[ClH:21].[Cl:21][C:19]1[CH:20]=[C:15]([CH2:14][O:1][NH2:2])[CH:16]=[C:17]([Cl:22])[N:18]=1 |f:2.3|. Procedure: Prepared by a similar procedure as described for preparation 18. Starting materials: N-hydroxyphthalimide and 4-bromomethyl-2,6-dichloropyridin (Maybridge). 1H-NMR (DMSO-d6) δ 11.2 (br, 3H), 7.62 (s, 2H), 5.18 (s, 2H).